This data is from the Open Reaction Database (ORD), a public repository of structured organic reaction records. The task is: describe an organic reaction: reactants, conditions, products, and yield The reactants are BrCC1=CC=C2C(=CC(=NC2=C1)C#N)C1=CC=C(C=C1)F (7-(Bromomethyl)-4-(4-fluorophenyl)quinoline-2-carbonitrile), N1CCOCC1 (morphline), [OH-].[Na+] (NaOH), O (water). Run in C(C)#N (acetonitrile). Conditions: temperature 50 celsius, time 4 day. Yields the product FC1=CC=C(C=C1)C1=CC(=NC2=CC(=CC=C12)CN1CCOCC1)C(=O)N (4-(4-Fluorophenyl)-7-(morpholin-4-ylmethyl)quinoline-2-carboxamide). The yield is 89.0%. Reaction SMILES: Br[CH2:2][C:3]1[CH:12]=[C:11]2[C:6]([C:7]([C:15]3[CH:20]=[CH:19][C:18]([F:21])=[CH:17][CH:16]=3)=[CH:8][C:9]([C:13]#[N:14])=[N:10]2)=[CH:5][CH:4]=1.[NH:22]1[CH2:27][CH2:26][O:25][CH2:24][CH2:23]1.[OH-:28].[Na+].O>C(#N)C>[F:21][C:18]1[CH:19]=[CH:20][C:15]([C:7]2[C:6]3[C:11](=[CH:12][C:3]([CH2:2][N:22]4[CH2:27][CH2:26][O:25][CH2:24][CH2:23]4)=[CH:4][CH:5]=3)[N:10]=[C:9]([C:13]([NH2:14])=[O:28])[CH:8]=2)=[CH:16][CH:17]=1 |f:2.3|. Procedure details: To a room temperature solution of 7-(bromomethyl)-4-(4-fluorophenyl)quinoline-2-carbonitrile (2-1, 311.0 mg, 0.895 mmol, 1.0 equiv.) in acetonitrile (10.0 mL) was added morphline (85.77 mg, 0.985 mmol, 1.1 equiv.) and 5.0 M aqueous NaOH (2.69 mL, 13.43 mmol, 15 equiv.), and the resulting mixture was stirred at 50° C. for 4 days. After cooling to room temperature, water (100.0 mL) was added and the mixture was stirred for 30 minutes. A yellow solid was collected via suction filtration, washed wit... The reactants are Clc1ccccc1CBr, N#Cc1ccccc1COc1cc(O)cc(C(=O)Nc2ccc([N+](=O)[O-])cn2)c1, CN(C)C=O, O. Product: N#Cc1ccccc1COc1cc(OCc2ccccc2Cl)cc(C(=O)Nc2ccc([N+](=O)[O-])cn2)c1. RXN SMILES: [Cl:30][c:31]1[c:32]([CH2:33][Br:34])[cH:35][cH:36][cH:37][cH:38]1.[N+:1](=[O:2])([O-:3])[c:4]1[cH:5][cH:6][c:7]([NH:10][C:11]([c:12]2[cH:13][c:14]([O:19][CH2:20][c:21]3[c:22]([C:27]#[N:28])[cH:23][cH:24][cH:25][cH:26]3)[cH:15][c:16]([OH:18])[cH:17]2)=[O:29])[n:8][cH:9]1.[O:40]=[CH:41][N:42]([CH3:43])[CH3:44].[OH2:39]>>[N+:1](=[O:2])([O-:3])[c:4]1[cH:5][cH:6][c:7]([NH:10][C:11]([c:12]2[cH:13][c:14]([O:19][CH2:20][c:21]3[c:22]([C:27]#[N:28])[cH:23][cH:24][cH:25][cH:26]3)[cH:15][c:16]([O:18][CH2:33][c:32]3[c:31]([Cl:30])[cH:38][cH:37][cH:36][cH:35]3)[cH:17]2)=[O:29])[n:8][cH:9]1.